Dataset: the Open Reaction Database (ORD), a public repository of structured organic reaction records. Task: describe an organic reaction: reactants, conditions, products, and yield Starting materials: C1(CCCC1)CC(C(=O)O)N1N=CC(=CC1=O)SC1=CC=CC=C1 (3-cyclopentyl-2-(6-oxo-4-phenylsulfanyl-6H-pyridazin-1-yl)-propionic acid), NC1=NN(C=C1)CC(C)(O)C (1-(3-amino-pyrazol-1-yl)-2-methyl-propan-2-ol), C1(CCCC1)CC(C(=O)O)N1N=CC(=CC1=O)SC1=CC=CC=C1 (3-cyclopentyl-2-(6-oxo-4-phenylsulfanyl-6H-pyridazin-1-yl)-propionic acid), NC1=NN(C=C1)CC(C)(O)C (1-(3-amino-pyrazol-1-yl)-2-methyl-propan-2-ol). The product is C1(CCCC1)CC(C(=O)NC1=NN(C=C1)CC(C)(C)O)N1N=CC(=CC1=O)SC1=CC=CC=C1 (3-cyclopentyl-N-[1-(2-hydroxy-2-methyl-propyl)-1H-pyrazol-3-yl]-2-(6-oxo-4-phenylsulfanyl-6H-pyridazin-1-yl)-propionamide). RXN SMILES: [CH:1]1([CH2:6][CH:7]([N:11]2[C:16](=[O:17])[CH:15]=[C:14]([S:18][C:19]3[CH:24]=[CH:23][CH:22]=[CH:21][CH:20]=3)[CH:13]=[N:12]2)[C:8]([OH:10])=O)[CH2:5][CH2:4][CH2:3][CH2:2]1.[NH2:25][C:26]1[CH:30]=[CH:29][N:28]([CH2:31][C:32]([CH3:35])([OH:34])[CH3:33])[N:27]=1>>[CH:1]1([CH2:6][CH:7]([N:11]2[C:16](=[O:17])[CH:15]=[C:14]([S:18][C:19]3[CH:20]=[CH:21][CH:22]=[CH:23][CH:24]=3)[CH:13]=[N:12]2)[C:8]([NH:25][C:26]2[CH:30]=[CH:29][N:28]([CH2:31][C:32]([OH:34])([CH3:33])[CH3:35])[N:27]=2)=[O:10])[CH2:2][CH2:3][CH2:4][CH2:5]1. Procedure details: Using the method described in Example 49, 3-cyclopentyl-2-(6-oxo-4-phenylsulfanyl-6H-pyridazin-1-yl)-propionic acid (Intermediate 95) and 1-(3-amino-pyrazol-1-yl)-2-methyl-propan-2-ol (Intermediate 1) afforded 3-cyclopentyl-N-[1-(2-hydroxy-2-methyl-propyl)-1H-pyrazol-3-yl]-2-(6-oxo-4-phenylsulfanyl-6H-pyridazin-1-yl)-propionamide was obtained as an off-white solid (83.5 mg, 61%); ES+-HRMS m/e calcd for C25H31N5O3S [M+H+] 482.2221 found 482.2221. 1H NMR (300 MHz, DMSO-d6) δ ppm 1.04 (br. s., 3H),... The reactants are CN=C=S, CCOC(C)=O, CCO, NCCCOCc1c[nH]cn1. The product is CNC(=S)NCCCOCc1c[nH]cn1. Reaction SMILES: [CH3:12][N:13]=[C:14]=[S:15].[CH3:16][CH2:17][O:18][C:19](=[O:20])[CH3:21].[CH3:22][CH2:23][OH:24].[NH2:1][CH2:2][CH2:3][CH2:4][O:5][CH2:6][c:7]1[n:8][cH:9][nH:10][cH:11]1>>[NH:1]([CH2:2][CH2:3][CH2:4][O:5][CH2:6][c:7]1[n:8][cH:9][nH:10][cH:11]1)[C:14]([NH:13][CH3:12])=[S:15]. Reactants: C(C)S(=O)(=O)C1=C(C=C2C(CN(C2=C1)C(C)=O)(C)C)F (1-(6-Ethanesulfonyl-5-fluoro-3,3-dimethyl-2,3-dihydro-indol-1-yl)-ethanone), Cl (hydrochloric acid). The product is C(C)S(=O)(=O)C1=C(C=C2C(CNC2=C1)(C)C)F (6-Ethanesulfonyl-5-fluoro-3,3-dimethyl-2,3-dihydro-1H-indole). Yield: 58.7%. Reaction SMILES: [CH2:1]([S:3]([C:6]1[CH:14]=[C:13]2[C:9]([C:10]([CH3:19])([CH3:18])[CH2:11][N:12]2C(=O)C)=[CH:8][C:7]=1[F:20])(=[O:5])=[O:4])[CH3:2].Cl>>[CH2:1]([S:3]([C:6]1[CH:14]=[C:13]2[C:9]([C:10]([CH3:19])([CH3:18])[CH2:11][NH:12]2)=[CH:8][C:7]=1[F:20])(=[O:5])=[O:4])[CH3:2]. Procedure details: 1-(6-Ethanesulfonyl-5-fluoro-3,3-dimethyl-2,3-dihydro-indol-1-yl)-ethanone (160 mg, 0.53 mmol) was treated with hydrochloric acid (5 M, 1.1 mL) following similar methods to those described in Preparation 66 to give the title compound (80 mg). MS: [M+H]+ 258.